From a dataset of the Open Reaction Database (ORD), a public repository of structured organic reaction records. describe an organic reaction: reactants, conditions, products, and yield Reactants: C(#N)[BH3-].[Na+] (sodium cyanoborohydride), FC1=C2C=C(NC2=CC=C1F)C (4,5-difluoro-2-methylindole), O (water). The solvent is C(C)(=O)O (acetic acid). Reaction conditions: temperature 5 celsius, time 3 hour. Product: OC1=C2CC(NC2=CC=C1)C (4-hydroxy-2-methylindoline). RXN SMILES: C([BH3-])#N.[Na+].F[C:6]1[C:14](F)=[CH:13][CH:12]=[C:11]2[C:7]=1[CH:8]=[C:9]([CH3:16])[NH:10]2.[OH2:17]>C(O)(=O)C>[OH:17][C:6]1[CH:14]=[CH:13][CH:12]=[C:11]2[C:7]=1[CH2:8][CH:9]([CH3:16])[NH:10]2 |f:0.1|. Reported procedure: 750 mg of sodium cyanoborohydride are gradually added to a solution of 1 g of 4,5-difluoro-2-methylindole in 20 ml of acetic acid under argon cooled to a temperature of about 5° C. The reaction mixture is stirred at ambient temperature for 3 hours and 5 ml of water are added. The mixture is then concentrated under reduced pressure and the residue is taken up in ethyl acetate, then treated with 60 ml of a saturated sodium hydrogen carbonate solution. After stirring for 1 hour and then settling ou...